The task is: describe an organic reaction: reactants, conditions, products, and yield. This data is from the Open Reaction Database (ORD), a public repository of structured organic reaction records. The reactants are [Si](C)(C)(C(C)(C)C)OC1=C(C=O)C=CC(=C1O[Si](C)(C)C(C)(C)C)[N+](=O)[O-] (2,3-Di(t-butyldimethylsilyloxy)-4-nitro benzaldehyde), C(CCC)[Li] (n-Butyllithium), solution, [Br-].COC=1C=C(C[P+](C2=CC=CC=C2)(C2=CC=CC=C2)C2=CC=CC=C2)C=C(C1OC)OC (3,4,5-trimethoxybenzyltriphenylphosphonium bromide), C(C)(C)(C)OC (t-BuOMe). Solvent: C1CCOC1 (THF), CCCCCC (hexane), C1CCOC1 (THF), O (water). Run at temperature -20 celsius, time 30 minute. The product is [N+](=O)([O-])C=1C(=C(C(=CC1)\C=C/C1=CC(=C(C(=C1)OC)OC)OC)O[Si](C)(C)C(C)(C)C)O (3-Nitro-6-[(Z)-2-(3,4,5-trimethoxyphenyl)vinyl]-1-(t-butyldimethylsilyloxy)-2-hydroxybenzene). The yield is 36.6%. Reaction SMILES: C([Li])CCC.[Br-].[CH3:7][O:8][C:9]1[CH:10]=[C:11]([CH:32]=[C:33]([O:37][CH3:38])[C:34]=1[O:35][CH3:36])[CH2:12][P+](C1C=CC=CC=1)(C1C=CC=CC=1)C1C=CC=CC=1.[Si:39]([O:46][C:47]1[C:54]([O:55][Si](C(C)(C)C)(C)C)=[C:53]([N+:63]([O-:65])=[O:64])[CH:52]=[CH:51][C:48]=1[CH:49]=O)([C:42]([CH3:45])([CH3:44])[CH3:43])([CH3:41])[CH3:40].C(OC)(C)(C)C>CCCCCC.C1COCC1.O>[N+:63]([C:53]1[C:54]([OH:55])=[C:47]([O:46][Si:39]([C:42]([CH3:44])([CH3:43])[CH3:45])([CH3:40])[CH3:41])[C:48](/[CH:49]=[CH:12]\[C:11]2[CH:32]=[C:33]([O:37][CH3:38])[C:34]([O:35][CH3:36])=[C:9]([O:8][CH3:7])[CH:10]=2)=[CH:51][CH:52]=1)([O-:65])=[O:64] |f:1.2|. Procedure: n-Butyllithium (1.6 mL of a 1.6 M solution in hexane, 2.6 mmol) was added dropwise to a suspension of 3,4,5-trimethoxybenzyltriphenylphosphonium bromide (1.1 g, 2.1 mmol) in THF (15 mL) at −20° C. The brick red solution was stirred at −20° C. for 30 min, cooled to −78° C., then a solution of 45 (0.88 g, 2.14 mmol) in THF (5 mL) was added dropwise. The reaction mixture was allowed to warm to rt overnight, then poured into t-BuOMe (ca. 20 mL) and water (ca. 20 mL), the layers were separated and th... Run in C(Cl)Cl (CH2Cl2), CO (MeOH). Conditions: time 8 hour. Reactants: C1(=CC=CC=C1)SC1=NN=C(S1)C(=O)O (5-Phenylsulfanyl-[1,3,4]thiadiazole-2-carboxylic acid), N[C@H]1CN2CCC1CC2 ((R)-3-aminoquinuclidine), C(C(=O)Cl)(=O)Cl (Oxalyl chloride), NC1N2CCC(C1)CC2 (aminoquinuclidine), acid chloride. Procedure: 5-Phenylsulfanyl-[1,3,4]thiadiazole-2-carboxylic acid (3.76 mmol) is placed in a flask and put under nitrogen. The acid is chilled in an ice bath. Oxalyl chloride (9 mL) that has also been cooled in an ice bath is added drop wise to the acid. The excess oxalyl chloride is removed under reduced pressure. The acid chloride is dissolved in about 5 mL CH2Cl2. The freebase of (R)-3-aminoquinuclidine (0.5 g, 2.52 mmol, 0.67 eq) is also dissolved in CH2Cl2 (5 mL), and the solution containing the acid c... The product is N12C[C@@H](C(CC1)CC2)NC(=O)C=2SC(=NN2)SC2=CC=CC=C2 (N-[(3R)-1-azabicyclo[2.2.2]oct-3-yl]-5-(phenyl-sulfanyl)-1,3,4-thiadiazole-2-carboxamide). As a reaction SMILES: [C:1]1([S:7][C:8]2[S:12][C:11]([C:13]([OH:15])=O)=[N:10][N:9]=2)[CH:6]=[CH:5][CH:4]=[CH:3][CH:2]=1.C(Cl)(=O)C(Cl)=O.[NH2:22][C@@H:23]1[CH:28]2[CH2:29][CH2:30][N:25]([CH2:26][CH2:27]2)[CH2:24]1.NC1CC2CCN1CC2>C(Cl)Cl.CO>[N:25]12[CH2:30][CH2:29][CH:28]([CH2:27][CH2:26]1)[C@@H:23]([NH:22][C:13]([C:11]1[S:12][C:8]([S:7][C:1]3[CH:2]=[CH:3][CH:4]=[CH:5][CH:6]=3)=[N:9][N:10]=1)=[O:15])[CH2:24]2. Reactants: C1CCOC1, CCOC(C)=O, CC(C)c1onc(-c2c(Cl)cccc2Cl)c1CO, BrP(Br)Br. Yields the product CC(C)c1onc(-c2c(Cl)cccc2Cl)c1CBr. As a reaction SMILES: [CH2:23]1[O:24][CH2:25][CH2:26][CH2:27]1.[CH3:28][CH2:29][O:30][C:31]([CH3:32])=[O:33].[Cl:1][c:2]1[c:3](-[c:9]2[n:10][o:11][c:12]([CH:16]([CH3:17])[CH3:18])[c:13]2[CH2:14][OH:15])[c:4]([Cl:8])[cH:5][cH:6][cH:7]1.[P:19]([Br:20])([Br:21])[Br:22]>>[Cl:1][c:2]1[c:3](-[c:9]2[n:10][o:11][c:12]([CH:16]([CH3:17])[CH3:18])[c:13]2[CH2:14][Br:20])[c:4]([Cl:8])[cH:5][cH:6][cH:7]1.